This data is from the Open Reaction Database (ORD), a public repository of structured organic reaction records. The task is: describe an organic reaction: reactants, conditions, products, and yield The reactants are [H-].[Al+3].[Li+].[H-].[H-].[H-] (Lithium aluminium hydride), COC1=C2CC(CC2=C(C(=C1OC)OC)OC)CCCCOC1=CC=C(C(=O)OC)C=C1 (methyl 4-[4-(4,5,6,7-tetramethoxyindan-2-yl)butoxy]benzoate), Cl (hydrochloric acid). Solvent: C(C)OCC (diethyl ether). Run at time 1 hour. Yields the product COC1=C2CC(CC2=C(C(=C1OC)OC)OC)CCCCOC1=CC=C(C=C1)CO (4-[4-(4,5,6,7-Tetramethoxyindan-2-yl)butoxy]phenylmethanol). The yield is 98.7%. Reaction SMILES: [H-].[Al+3].[Li+].[H-].[H-].[H-].[CH3:7][O:8][C:9]1[C:17]([O:18][CH3:19])=[C:16]([O:20][CH3:21])[C:15]([O:22][CH3:23])=[C:14]2[C:10]=1[CH2:11][CH:12]([CH2:24][CH2:25][CH2:26][CH2:27][O:28][C:29]1[CH:38]=[CH:37][C:32]([C:33](OC)=[O:34])=[CH:31][CH:30]=1)[CH2:13]2.Cl>C(OCC)C>[CH3:23][O:22][C:15]1[C:16]([O:20][CH3:21])=[C:17]([O:18][CH3:19])[C:9]([O:8][CH3:7])=[C:10]2[C:14]=1[CH2:13][CH:12]([CH2:24][CH2:25][CH2:26][CH2:27][O:28][C:29]1[CH:30]=[CH:31][C:32]([CH2:33][OH:34])=[CH:37][CH:38]=1)[CH2:11]2 |f:0.1.2.3.4.5|. Reported procedure: Lithium aluminium hydride (68.3 mg, 1.80 mmols) was added to a diethyl ether (10 ml) solution of methyl 4-[4-(4,5,6,7-tetramethoxyindan-2-yl)butoxy]benzoate (400 mg, 0.900 mmols), with cooling with ice, then the mixture was warmed to room temperature, and stirred for 1 hour. 1N hydrochloric acid was added to the reaction mixture with cooling with ice, which was then extracted with ethyl acetate. The organic layer was washed with water and a saturated aqueous sodium chloride solution, and then dr... Reactants: COc1cccc(C2=C(C(=O)c3ccc(O)cc3)c3ccc(OC)cc3CC2)c1, ClCCN1CCCCC1, Cl, [K+], [K+], O=C([O-])[O-], CN(C)C=O. Product: COc1cccc(C2=C(C(=O)c3ccc(OCCN4CCCCC4)cc3)c3ccc(OC)cc3CC2)c1. RXN SMILES: [CH3:1][O:2][c:3]1[cH:4][c:5]([C:9]2=[C:10]([C:21](=[O:22])[c:23]3[cH:24][cH:25][c:26]([OH:29])[cH:27][cH:28]3)[c:11]3[cH:12][cH:13][c:14]([O:19][CH3:20])[cH:15][c:16]3[CH2:17][CH2:18]2)[cH:6][cH:7][cH:8]1.[Cl:37][CH2:38][CH2:39][N:40]1[CH2:41][CH2:42][CH2:43][CH2:44][CH2:45]1.[ClH:36].[K+:30].[K+:31].[O-:32][C:33]([O-:34])=[O:35].[O:46]=[CH:47][N:48]([CH3:49])[CH3:50]>>[CH3:1][O:2][c:3]1[cH:4][c:5]([C:9]2=[C:10]([C:21](=[O:22])[c:23]3[cH:24][cH:25][c:26]([O:29][CH2:38][CH2:39][N:40]4[CH2:41][CH2:42][CH2:43][CH2:44][CH2:45]4)[cH:27][cH:28]3)[c:11]3[cH:12][cH:13][c:14]([O:19][CH3:20])[cH:15][c:16]3[CH2:17][CH2:18]2)[cH:6][cH:7][cH:8]1. Starting materials: C(C1=CC=CC=C1)C=1C=C(C=C(C1)C(C)(C)C)C=1C(=NC=CC1)OC (3-(3-benzyl-5-tert-butyl-phenyl)-2-methoxy-pyridine), Br (HBr), C(=O)(O)[O-].[Na+] (NaHCO3). The solvent is CC(=O)O (HOAc). Yields the product C(C1=CC=CC=C1)C=1C=C(C=C(C1)C(C)(C)C)C=1C(NC=CC1)=O (3-(3-Benzyl-5-tert-butyl-phenyl)-1H-pyridin-2-one). As a reaction SMILES: [CH2:1]([C:8]1[CH:9]=[C:10]([C:18]2[C:19]([O:24]C)=[N:20][CH:21]=[CH:22][CH:23]=2)[CH:11]=[C:12]([C:14]([CH3:17])([CH3:16])[CH3:15])[CH:13]=1)[C:2]1[CH:7]=[CH:6][CH:5]=[CH:4][CH:3]=1.Br.C([O-])(O)=O.[Na+]>CC(O)=O>[CH2:1]([C:8]1[CH:9]=[C:10]([C:18]2[C:19](=[O:24])[NH:20][CH:21]=[CH:22][CH:23]=2)[CH:11]=[C:12]([C:14]([CH3:17])([CH3:16])[CH3:15])[CH:13]=1)[C:2]1[CH:3]=[CH:4][CH:5]=[CH:6][CH:7]=1 |f:2.3|. Procedure: step 2—A solution of 126 (156 mg, 0.471 mmol), 48% HBr (150 □L, 1.30 mmol) and HOAc (4 mL) in sealed tube was heated overnight at 70° C. The reaction mixture was cooled to RT, carefully poured into a cold saturated aqueous NaHCO3 and then extracted with EtOAc. The organic layer was washed with brine, dried (Na2SO4), filtered and concentrated. The crude residue was purified on a preparative SiO2 TLC plate developed with 66% EtOAc/hexanes to afford 124 mg (83%) of I-46 as a white solid. Starting materials: OC1=C(C(=O)OC)C=C(C=C1)I (methyl 2-hydroxy-5-iodobenzoate), BrCC1=CC=C(C=C1)F (1-(bromomethyl)-4-fluorobenzene), C([O-])([O-])=O.[K+].[K+] (potassium carbonate), C(C)(=O)OCC (ethyl acetate). Solvent: CC(=O)C (acetone). Yields the product FC1=CC=C(C=C1)COC1=C(C(=O)OC)C=C(C=C1)I (Methyl 2-{[(4-fluorophenyl)methyl]oxy}-5-iodobenzoate). RXN SMILES: [OH:1][C:2]1[CH:11]=[CH:10][C:9]([I:12])=[CH:8][C:3]=1[C:4]([O:6][CH3:7])=[O:5].Br[CH2:14][C:15]1[CH:20]=[CH:19][C:18]([F:21])=[CH:17][CH:16]=1.C(=O)([O-])[O-].[K+].[K+].C(OCC)(=O)C>CC(C)=O>[F:21][C:18]1[CH:19]=[CH:20][C:15]([CH2:14][O:1][C:2]2[CH:11]=[CH:10][C:9]([I:12])=[CH:8][C:3]=2[C:4]([O:6][CH3:7])=[O:5])=[CH:16][CH:17]=1 |f:2.3.4|. Procedure details: To a solution of methyl 2-hydroxy-5-iodobenzoate (15 g, 53.9 mmol) in acetone (200 ml) was added 1-(bromomethyl)-4-fluorobenzene (9.95 ml, 81 mmol), potassium carbonate (14.91 g, 108 mmol) and the mixture was refluxed overnight. The mixture was allowed to cool and then filtered to remove the potassium carbonate. The solid potassium carbonate was washed with acetone (100 ml). The organics were combined and evaporated under reduced pressure on a buchi to give a solid. The solid was taken up into e...